Dataset: the Open Reaction Database (ORD), a public repository of structured organic reaction records. Task: describe an organic reaction: reactants, conditions, products, and yield Starting materials: C(C)(=O)OCC(=O)NC1=C(C=C(C(=C1)C(F)(F)F)C#N)C (2-{[4-cyano-2-methyl-5-(trifluoromethyl)phenyl]amino}-2-oxoethyl acetate), C(C)(=O)OCC(=O)NC1=C(C=C(C(=C1)C(F)(F)F)C#N)C (2-{[4-cyano-2-methyl-5-(trifluoromethyl)phenyl]amino}-2-oxoethyl acetate), C1(=CC=CC=C1)P(C1=CC=CC=C1)C1=CC=CC=C1 (triphenylphosphine), di-isopropylazodicarboxylate, C[Si](C)(C)N=[N+]=[N-] (trimethylsilylazide). Solvent: O1CCCC1 (tetrahydrofuran). Reaction conditions: time 18 hour. The product is C(C)(=O)OCC1=NN=NN1C1=C(C=C(C(=C1)C(F)(F)F)C#N)C ({1-[4-cyano-2-methyl-5-(trifluoromethyl)phenyl]-1H-tetrazol-5-yl}methyl acetate). Reaction SMILES: [C:1]([O:4][CH2:5][C:6]([NH:8][C:9]1[CH:14]=[C:13]([C:15]([F:18])([F:17])[F:16])[C:12]([C:19]#[N:20])=[CH:11][C:10]=1[CH3:21])=O)(=[O:3])[CH3:2].C1(P(C2C=CC=CC=2)C2C=CC=CC=2)C=CC=CC=1.C[Si]([N:45]=[N+:46]=[N-:47])(C)C>O1CCCC1>[C:1]([O:4][CH2:5][C:6]1[N:8]([C:9]2[CH:14]=[C:13]([C:15]([F:18])([F:17])[F:16])[C:12]([C:19]#[N:20])=[CH:11][C:10]=2[CH3:21])[N:47]=[N:46][N:45]=1)(=[O:3])[CH3:2]. Procedure: To a solution of 2-{[4-cyano-2-methyl-5-(trifluoromethyl)phenyl]amino}-2-oxoethyl acetate (Intermediate 61, 452 mg, 1.51 mmol) in tetrahydrofuran (10 mL) was added triphenylphosphine (790 mg, 3.01 mmol), di-isopropylazodicarboxylate (0.585 mL, 3.01 mmol) and trimethylsilylazide (0.400 mL, 3.01 mmol). The reaction was stirred at room temperature for 18 hours. Reactants: ClC1=CC(=CC=C1)C(=O)OO (meta-chlorperbenzoic acid), C(O)([O-])=O.[Na+] (sodium hydrogen carbonate), C(CCCCCC)SCCCl (2-chloroethyl heptyl sulfide), S(=O)(=O)([O-])S(=O)[O-].[Na+].[Na+] (sodium meta bisulfite). The solvent is C(Cl)Cl (methylene chloride), C(Cl)Cl (methylene chloride). Run at temperature -20 celsius, time 3 hour. Yields the product C(CCCCCC)S(=O)CCCl (2chloroethyl heptyl sulfoxide). Isolated yield 111.0%. RXN SMILES: [CH2:1]([S:8][CH2:9][CH2:10][Cl:11])[CH2:2][CH2:3][CH2:4][CH2:5][CH2:6][CH3:7].ClC1C=CC=C(C(OO)=[O:20])C=1.S(S([O-])=O)([O-])(=O)=O.[Na+].[Na+].C(=O)([O-])O.[Na+]>C(Cl)Cl>[CH2:1]([S:8]([CH2:9][CH2:10][Cl:11])=[O:20])[CH2:2][CH2:3][CH2:4][CH2:5][CH2:6][CH3:7] |f:2.3.4,5.6|. Reported procedure: Dissolve 2-chloroethyl heptyl sulfide (1.0 g, 5.13 mmol) in methylene chloride (50 mL), cool to -20° C. and place under nitrogen atmosphere. Add, by dropwise addition, a solution of meta-chlorperbenzoic acid (1.25 g, 6.0 mmol) in methylene chloride. Stir at -20° C. for 3 hours, then allow to warm to room temperature. Treat with saturated sodium meta bisulfite (until negative starch-iodide test) and basify with saturated sodium hydrogen carbonate. Extract with methylene chloride (2×25 mL), dry (M...